Dataset: the Open Reaction Database (ORD), a public repository of structured organic reaction records. Task: describe an organic reaction: reactants, conditions, products, and yield Reactants: Cl, N#CN, COC(=O)CCCNC(=O)c1ccc2c(c1)nc(-c1cccc(N)c1)n2C, C1COCCO1. Product: COC(=O)CCCNC(=O)c1ccc2c(c1)nc(-c1cccc(NC(=N)N)c1)n2C. RXN SMILES: [ClH:1].[NH2:29][C:30]#[N:31].[NH2:2][c:3]1[cH:4][c:5](-[c:9]2[n:10][c:11]3[c:12]([n:13]2[CH3:14])[cH:15][cH:16][c:17]([C:19](=[O:20])[NH:21][CH2:22][CH2:23][CH2:24][C:25](=[O:26])[O:27][CH3:28])[cH:18]3)[cH:6][cH:7][cH:8]1.[O:32]1[CH2:33][CH2:34][O:35][CH2:36][CH2:37]1>>[NH:2]([c:3]1[cH:4][c:5](-[c:9]2[n:10][c:11]3[c:12]([n:13]2[CH3:14])[cH:15][cH:16][c:17]([C:19](=[O:20])[NH:21][CH2:22][CH2:23][CH2:24][C:25](=[O:26])[O:27][CH3:28])[cH:18]3)[cH:6][cH:7][cH:8]1)[C:30](=[NH:29])[NH2:31]. Reactants: Cl.ClC1=C(C(CN)=O)C=CC=C1Cl (2,3-dichlorophenacylamine hydrochloride), OC=CC#N (3-hydroxyacrylonitrile), [Na] (sodium). Run in C(C)O (ethanol). The product is ClC1=C(C(CNC=CC#N)=O)C=CC=C1Cl (3-(2,3-dichlorophenacylamino)acrylonitrile). As a reaction SMILES: Cl.[Cl:2][C:3]1[C:12]([Cl:13])=[CH:11][CH:10]=[CH:9][C:4]=1[C:5](=[O:8])[CH2:6][NH2:7].O[CH:15]=[CH:16][C:17]#[N:18].[Na]>C(O)C>[Cl:2][C:3]1[C:12]([Cl:13])=[CH:11][CH:10]=[CH:9][C:4]=1[C:5](=[O:8])[CH2:6][NH:7][CH:15]=[CH:16][C:17]#[N:18] |f:0.1,^1:18|. Reported procedure: 2 g of 2,3-dichlorophenacylamine hydrochloride, 1 g of 3-hydroxyacrylonitrile, sodium salt, and 20 ml of ethanol are heated for 2 hours under reflux. The reaction mixture is concentrated by evaporation and the oily residue is purified by column chromatography (silica gel; elution with a 4:1 mixture of toluene/ethyl acetate), affording 3-(2,3-dichlorophenacylamino)acrylonitrile in the cis/trans ratio of 5:1. Melting point: 122°-125° C.